From a dataset of the Open Reaction Database (ORD), a public repository of structured organic reaction records. describe an organic reaction: reactants, conditions, products, and yield Starting materials: BrC1=C(C=C(C=C1)O)F (4-bromo-3-fluorophenol), CN(C)C=O (DMF), C([O-])([O-])=O.[K+].[K+] (potassium carbonate), C(C1=CC=CC=C1)Br (benzyl bromide), resultant mixture. The solvent is O (water). Reaction conditions: time 40 minute. Product: C(C1=CC=CC=C1)OC1=CC(=C(C=C1)Br)F (4-(Benzyloxy)-1-bromo-2-fluorobenzene). Yield: 102.9%. Reaction SMILES: [Br:1][C:2]1[CH:7]=[CH:6][C:5]([OH:8])=[CH:4][C:3]=1[F:9].CN(C=O)C.C(=O)([O-])[O-].[K+].[K+].[CH2:21](Br)[C:22]1[CH:27]=[CH:26][CH:25]=[CH:24][CH:23]=1>O>[CH2:21]([O:8][C:5]1[CH:6]=[CH:7][C:2]([Br:1])=[C:3]([F:9])[CH:4]=1)[C:22]1[CH:27]=[CH:26][CH:25]=[CH:24][CH:23]=1 |f:2.3.4|. Reported procedure: To a mixed solution of a commercially available product of 4-bromo-3-fluorophenol (15.0 g, 78.5 mmol) and DMF (30 mL) were added potassium carbonate (21.7 g, 157 mmol) and benzyl bromide (10.2 mL, 86.4 mmol) at room temperature, and the resultant mixture was stirred at room temperature for 20 minutes and then at 70° C. for 40 minutes. The reaction mixture was cooled to room temperature, then water was added to the reaction mixture, and the resultant solution was extracted with ethyl acetate. An ... The reactants are C1(CCCCC1)P(C1=C(C=CC=C1)C1=CC=CC=C1)C1CCCCC1 (2-(dicyclohexylphosphino)biphenyl), O1CCOC12CCNCC2 (1,4-dioxa-8-azaspiro(4,5)decane), ClC1=NC(=NS1)C (5-chloro-3-methyl-[1,2,4]thiadiazole), sodium tert-butylate. Reagents/catalysts: C(C)(=O)[O-].[Pd+2].C(C)(=O)[O-] (palladium(II) acetate). Run in O1CCOCC1 (dioxane), [Cl-].[Na+].O (brine). Reaction conditions: temperature 130 celsius. Product: CC1=NSC(=N1)N1CCC2(OCCO2)CC1 (8-(3-Methyl-[1,2,4]thiadiazol-5-yl)-1,4-dioxa-8-aza-spiro[4.5]decane), solid. Yield: 77.0%. Reaction SMILES: C1(P(C2CCCCC2)C2C=CC=CC=2C2C=CC=CC=2)CCCCC1.[O:26]1[C:30]2([CH2:35][CH2:34][NH:33][CH2:32][CH2:31]2)[O:29][CH2:28][CH2:27]1.Cl[C:37]1[S:41][N:40]=[C:39]([CH3:42])[N:38]=1>O1CCOCC1.[Cl-].[Na+].O.C([O-])(=O)C.[Pd+2].C([O-])(=O)C>[CH3:42][C:39]1[N:38]=[C:37]([N:33]2[CH2:34][CH2:35][C:30]3([O:29][CH2:28][CH2:27][O:26]3)[CH2:31][CH2:32]2)[S:41][N:40]=1 |f:4.5.6,7.8.9|. Procedure: To a prestirred solution (10 minutes at room temperature) of palladium(II) acetate (180 mg, 0.001 mmol) and 2-(dicyclohexylphosphino)biphenyl (572 mg, 0.002 mmol) in dioxane (10 mL) were added 1,4-dioxa-8-azaspiro(4,5)decane (1.3 mL, 10 mmol), 5-chloro-3-methyl-[1,2,4]thiadiazole (1.48 g, 11 mmol) and sodium tert-butylate (1.47 g, 15 mmol) and heated in the microwave at 130° C. for 15 minutes. The reaction mixture was diluted with half saturated brine, the aqueous phase was extracted with ethyl ...